Dataset: the Open Reaction Database (ORD), a public repository of structured organic reaction records. Task: describe an organic reaction: reactants, conditions, products, and yield Reaction SMILES: [C:24](=[O:25])([O-:26])[O-:27].[CH3:1][S:2](=[O:3])(=[O:4])[NH:5][CH2:6][CH:7]([CH3:8])[c:9]1[cH:10][cH:11][c:12]([Br:15])[cH:13][cH:14]1.[CH3:30][c:31]1[cH:32][cH:33][cH:34][cH:35][cH:36]1.[CH3:37][CH2:38][O:39][C:40](=[O:41])[CH3:42].[K+:28].[K+:29].[cH:43]1[cH:44][cH:45][c:46]([P:47]([Pd:48]([P:49]([c:50]2[cH:51][cH:52][cH:53][cH:54][cH:55]2)([c:56]2[cH:57][cH:58][cH:59][cH:60][cH:61]2)[c:62]2[cH:63][cH:64][cH:65][cH:66][cH:67]2)([P:68]([c:69]2[cH:70][cH:71][cH:72][cH:73][cH:74]2)([c:75]2[cH:76][cH:77][cH:78][cH:79][cH:80]2)[c:81]2[cH:82][cH:83][cH:84][cH:85][cH:86]2)[P:87]([c:88]2[cH:89][cH:90][cH:91][cH:92][cH:93]2)([c:94]2[cH:95][cH:96][cH:97][cH:98][cH:99]2)[c:100]2[cH:101][cH:102][cH:103][cH:104][cH:105]2)([c:106]2[cH:107][cH:108][cH:109][cH:110][cH:111]2)[c:112]2[cH:113][cH:114][cH:115][cH:116][cH:117]2)[cH:118][cH:119]1.[s:16]1[cH:17][c:18]([B:21]([OH:22])[OH:23])[cH:19][cH:20]1>>[CH3:1][S:2](=[O:3])(=[O:4])[NH:5][CH2:6][CH:7]([CH3:8])[c:9]1[cH:10][cH:11][c:12](-[c:18]2[cH:17][s:16][cH:20][cH:19]2)[cH:13][cH:14]1. Reactants: O=C([O-])[O-], CC(CNS(C)(=O)=O)c1ccc(Br)cc1, Cc1ccccc1, CCOC(C)=O, [K+], [K+], c1ccc(P(c2ccccc2)(c2ccccc2)[Pd](P(c2ccccc2)(c2ccccc2)c2ccccc2)(P(c2ccccc2)(c2ccccc2)c2ccccc2)P(c2ccccc2)(c2ccccc2)c2ccccc2)cc1, OB(O)c1ccsc1. Product: CC(CNS(C)(=O)=O)c1ccc(-c2ccsc2)cc1. The reactants are [OH-].[NH4+] (ammonium hydroxide), C(C)OCC=1N(C2=C(C=NC=3C=CC=CC23)N1)CCCCCC(=O)N1CCOCC1 (2-(Ethoxymethyl)-1-(6-morpholin-4-yl-6-oxohexyl)-1H-imidazo[4,5-c]quinoline), C1=CC(=CC(=C1)Cl)C(=O)OO (mCPBA), C1(=CC=C(C=C1)S(=O)(=O)Cl)C (p-toluenesulfonyl chloride). Yields the product C(C)OCC=1N(C2=C(C(=NC=3C=CC=CC23)N)N1)CCCCCC(=O)N1CCOCC1 (2-(ethoxymethyl)-1-(6-morpholin-4-yl-6-oxohexyl)-1H-imidazo[4,5-c]quinolin-4-amine). Reaction SMILES: [CH2:1]([O:3][CH2:4][C:5]1[N:6]([CH2:18][CH2:19][CH2:20][CH2:21][CH2:22][C:23]([N:25]2[CH2:30][CH2:29][O:28][CH2:27][CH2:26]2)=[O:24])[C:7]2[C:16]3[CH:15]=[CH:14][CH:13]=[CH:12][C:11]=3[N:10]=[CH:9][C:8]=2[N:17]=1)[CH3:2].C1C=C(Cl)C=C(C(OO)=O)C=1.C1(C)C=CC(S(Cl)(=O)=O)=CC=1.[OH-].[NH4+:54]>>[CH2:1]([O:3][CH2:4][C:5]1[N:6]([CH2:18][CH2:19][CH2:20][CH2:21][CH2:22][C:23]([N:25]2[CH2:26][CH2:27][O:28][CH2:29][CH2:30]2)=[O:24])[C:7]2[C:16]3[CH:15]=[CH:14][CH:13]=[CH:12][C:11]=3[N:10]=[C:9]([NH2:54])[C:8]=2[N:17]=1)[CH3:2] |f:3.4|. Procedure: 2-(Ethoxymethyl)-1-(6-morpholin-4-yl-6-oxohexyl)-1H-imidazo[4,5-c]quinoline (4.4 g, 11 mmol) was treated with mCPBA (5.54 g, 32.1 mmol) followed by ammonium hydroxide (40 mL) and p-toluenesulfonyl chloride (2.74 g, 14.4 mmol) according to the method described in Part D of Example 8. The crude product was purified as described in Part D of Example 8 and then dried for two days at 60° C. to provide 1.061 g of 2-(ethoxymethyl)-1-(6-morpholin-4-yl-6-oxohexyl)-1H-imidazo[4,5-c]quinolin-4-amine as a b... Reactants: C1(=CC=CC=C1)C1CC(C=2C=CNC2C1)=O (6-phenyl-4,5,6,7-tetrahydroindol-4-one), C(=N)(N)NN.Cl (aminoguanidine hydrochloride), Cl (hydrochloric acid), O (water). Solvent: C(C)O (ethanol). The product is Cl.N(C(=N)N)N=C1C=2C=CNC2CC(C1)C1=CC=CC=C1 (4-guanidinoimino-6-phenyl-4,5,6,7-tetrahydroindole hydrochloride). Yield: 44.3%. RXN SMILES: [C:1]1([CH:7]2[CH2:15][C:14]3[NH:13][CH:12]=[CH:11][C:10]=3[C:9](=O)[CH2:8]2)[CH:6]=[CH:5][CH:4]=[CH:3][CH:2]=1.[C:17]([NH:20][NH2:21])([NH2:19])=[NH:18].[ClH:22].Cl.O>C(O)C>[ClH:22].[NH:20]([N:21]=[C:9]1[CH2:8][CH:7]([C:1]2[CH:6]=[CH:5][CH:4]=[CH:3][CH:2]=2)[CH2:15][C:14]2[NH:13][CH:12]=[CH:11][C:10]1=2)[C:17]([NH2:19])=[NH:18] |f:1.2,6.7|. Reported procedure: A mixture of 6-phenyl-4,5,6,7-tetrahydroindol-4-one (0.11 g), aminoguanidine hydrochloride (0.06 g), concentrated hydrochloric acid (0.026 ml), water (0.026 ml) and ethanol (10 ml) was refluxed for 20 minutes. Under reduced pressure, the solvent was evaporated, and the residue was dissolved in water. The solution was washed with diethylether, and to the mixture was added 1N sodium hydroxide solution. The mixture was extracted with ethyl acetate, and the organic layer was dried with magnesium sul... The reactants are O=C([O-])[O-], CC(=O)[O-], CC(=O)[O-], Cc1ccccc1, O=[N+]([O-])c1ccnc(Cl)c1, [Cs+], [Cs+], CC(C)(C)OC(=O)N1CCC(O)CC1, [Pd+2]. Yields the product CC(C)(C)OC(=O)N1CCC(Oc2cc([N+](=O)[O-])ccn2)CC1. As a reaction SMILES: [C:25](=[O:26])([O-:27])[O-:28].[C:31]([O-:32])(=[O:33])[CH3:34].[C:36]([O-:37])(=[O:38])[CH3:39].[CH3:40][c:41]1[cH:42][cH:43][cH:44][cH:45][cH:46]1.[Cl:1][c:2]1[n:3][cH:4][cH:5][c:6]([N+:8](=[O:9])[O-:10])[cH:7]1.[Cs+:29].[Cs+:30].[OH:11][CH:12]1[CH2:13][CH2:14][N:15]([C:18](=[O:19])[O:20][C:21]([CH3:22])([CH3:23])[CH3:24])[CH2:16][CH2:17]1.[Pd+2:35]>>[c:2]1([O:11][CH:12]2[CH2:13][CH2:14][N:15]([C:18](=[O:19])[O:20][C:21]([CH3:22])([CH3:23])[CH3:24])[CH2:16][CH2:17]2)[n:3][cH:4][cH:5][c:6]([N+:8](=[O:9])[O-:10])[cH:7]1. The product is NC1=C(C(=NC=N1)OC=1C=C(C=CC1)NC(C=C)=O)C=1C=NN(C1)CC1=C(C=CC=C1)F (N-(3-((6-amino-5-(1-(2-fluorobenzyl)-1H-pyrazol-4-yl)pyrimidin-4-yl)oxy)phenyl)acrylamide). Starting materials: ClC=1C(=NC=NC1Cl)N (5,6-dichloropyrimidin-4-amine), NC=1C=C(C=CC1)O (3-aminophenol), FC1=C(CN2N=CC(=C2)B2OC(C(O2)(C)C)(C)C)C=CC=C1 (1-(2-fluorobenzyl)-4-(4,4,5,5-tetramethyl-1,3,2-dioxaborolan-2-yl)-1H-pyrazole), C(C=C)(=O)Cl (acryloyl chloride). As a reaction SMILES: Cl[C:2]1[C:3]([NH2:9])=[N:4][CH:5]=[N:6][C:7]=1Cl.[NH2:10][C:11]1[CH:12]=[C:13]([OH:17])[CH:14]=[CH:15][CH:16]=1.[F:18][C:19]1[CH:39]=[CH:38][CH:37]=[CH:36][C:20]=1[CH2:21][N:22]1[CH:26]=[C:25](B2OC(C)(C)C(C)(C)O2)[CH:24]=[N:23]1.[C:40](Cl)(=[O:43])[CH:41]=[CH2:42]>>[NH2:9][C:3]1[N:4]=[CH:5][N:6]=[C:7]([O:17][C:13]2[CH:12]=[C:11]([NH:10][C:40](=[O:43])[CH:41]=[CH2:42])[CH:16]=[CH:15][CH:14]=2)[C:2]=1[C:25]1[CH:24]=[N:23][N:22]([CH2:21][C:20]2[CH:36]=[CH:37][CH:38]=[CH:39][C:19]=2[F:18])[CH:26]=1. Procedure details: N-(3-((6-amino-5-(1-(2-fluorobenzyl)-1H-pyrazol-4-yl)pyrimidin-4-yl)oxy)phenyl)acrylamide was prepared from 5,6-dichloropyrimidin-4-amine, 3-aminophenol, 1-(2-fluorobenzyl)-4-(4,4,5,5-tetramethyl-1,3,2-dioxaborolan-2-yl)-1H-pyrazole, and acryloyl chloride using methods A, C, and F. HPLC: 100%. MS: m/z=431 [M+H]+. 1H-NMR (DMSO-d6) δ 10.21 (s, 1H), 8.12 (s, 1H), 8.01 (s, 1H), 7.73 (s, 1H), 7.50 (s, 1H), 7.40-7.17 (m, 6H), 6.82-6.65 (m, 3H), 6.42 (dd, 1H), 6.25 (d, 1H), 5.77 (d, 1H), 5.43 (s, 2H). The reactants are CC1=NC2=C(C=CC=C2C(=C1C)O)C (2,3,8-trimethylquinolin-4-ol), O=P(Cl)(Cl)Cl (POCl3). Product: ClC1=C(C(=NC2=C(C=CC=C12)C)C)C (4-chloro-2,3,8-trimethylquinoline). RXN SMILES: [CH3:1][C:2]1[C:11]([CH3:12])=[C:10](O)[C:9]2[C:4](=[C:5]([CH3:14])[CH:6]=[CH:7][CH:8]=2)[N:3]=1.O=P(Cl)(Cl)[Cl:17]>>[Cl:17][C:10]1[C:9]2[C:4](=[C:5]([CH3:14])[CH:6]=[CH:7][CH:8]=2)[N:3]=[C:2]([CH3:1])[C:11]=1[CH3:12]. Reported procedure: Prepared according to procedure S using 2,3,8-trimethylquinolin-4-ol (1.7 g, 9.1 mmol) in POCl3 (12.5 mL, 136 mmol). The resulting precipitate was collected by filtration to give 4-chloro-2,3,8-trimethylquinoline. Mass Spectrum (ESI) m/e=206 (M+1). Starting materials: C=1C=2N(C=CN1)C=CC2 (pyrrolo[1,2-a]pyrazine), O (water), [Li+].CC(C)[N-]C(C)C (LDA), ICC (iodoethane). Solvent: O1CCCC1 (tetrahydrofuran). Run at temperature -78 celsius, time 30 minute. The product is C(C)C1=CN=CC=2N1C=CC2 (4-ethylpyrrolo[1,2-a]pyrazine). RXN SMILES: [CH:1]1[C:2]2[N:3]([CH:7]=[CH:8][CH:9]=2)[CH:4]=[CH:5][N:6]=1.[Li+].[CH3:11][CH:12]([N-]C(C)C)C.ICC.O>O1CCCC1>[CH2:11]([C:4]1[N:3]2[CH:7]=[CH:8][CH:9]=[C:2]2[CH:1]=[N:6][CH:5]=1)[CH3:12] |f:1.2|. Reported procedure: 1.0 g of pyrrolo[1,2-a]pyrazine prepared in Preparation Example 1 was dissolved in 10 ml of tetrahydrofuran and then cooled to -78° C. under nitrogen atmosphere. To this solution was added 1.2 equivalents of LDA solution; the resulting mixture was stirred for 30 minutes; and 1 ml of iodoethane was added to the mixture while maintaining the temperature of -78° C. The reaction mixture was stirred for 30 minutes, warmed to room temperature and then poured into water. The organic layer was isolated ...